describe an organic reaction: reactants, conditions, products, and yield From a dataset of the Open Reaction Database (ORD), a public repository of structured organic reaction records. Reactants: CCN(C(C)C)C(C)C, Clc1cccc(Cl)c1N1CCNCC1, O=S(=O)(Cl)c1ccccc1Cl, ClCCl, O=C(O)C(F)(F)F. Product: O=S(=O)(c1ccccc1Cl)N1CCN(c2c(Cl)cccc2Cl)CC1. Reaction SMILES: [CH:22]([N:23]([CH2:24][CH3:25])[CH:26]([CH3:27])[CH3:28])([CH3:29])[CH3:30].[Cl:1][c:2]1[c:3]([N:9]2[CH2:10][CH2:11][NH:12][CH2:13][CH2:14]2)[c:4]([Cl:8])[cH:5][cH:6][cH:7]1.[Cl:31][c:32]1[c:33]([S:38](=[O:39])(=[O:40])[Cl:41])[cH:34][cH:35][cH:36][cH:37]1.[Cl:42][CH2:43][Cl:44].[OH:15][C:16]([C:17]([F:18])([F:19])[F:20])=[O:21]>>[Cl:1][c:2]1[c:3]([N:9]2[CH2:10][CH2:11][N:12]([S:38]([c:33]3[c:32]([Cl:31])[cH:37][cH:36][cH:35][cH:34]3)(=[O:39])=[O:40])[CH2:13][CH2:14]2)[c:4]([Cl:8])[cH:5][cH:6][cH:7]1. Reactants: COc1ccc(-c2nc(CO)sc2-c2ccc(OC)cc2)cc1, CCOC(C)=O. The product is COc1ccc(-c2nc(C=O)sc2-c2ccc(OC)cc2)cc1. As a reaction SMILES: [CH3:1][O:2][c:3]1[cH:4][cH:5][c:6](-[c:9]2[n:10][c:11]([CH2:22][OH:23])[s:12][c:13]2-[c:14]2[cH:15][cH:16][c:17]([O:20][CH3:21])[cH:18][cH:19]2)[cH:7][cH:8]1.[CH3:24][CH2:25][O:26][C:27](=[O:28])[CH3:29]>>[CH3:1][O:2][c:3]1[cH:4][cH:5][c:6](-[c:9]2[n:10][c:11]([CH:22]=[O:23])[s:12][c:13]2-[c:14]2[cH:15][cH:16][c:17]([O:20][CH3:21])[cH:18][cH:19]2)[cH:7][cH:8]1. Starting materials: [N+](=O)([O-])C=1C=C(C=CC1)C=1N=C2N(C3=C(NC4=C2C=CC=C4)N=CC=C3)C1C1=CC=C(C=C1)C1(CCC1)NC(OC(C)(C)C)=O (tert-Butyl (1-{4-[2-(3-nitrophenyl)-9H-imidazo[1,2-d]pyrido[2,3-b][1,4]benzodiazepin-3-yl]phenyl}cyclobutyl)carbamate), Cl.O1CCOCC1 (HCl dioxane). Solvent: C(Cl)Cl (DCM). Conditions: time 18 hour. The product is Cl.Cl.Cl.[N+](=O)([O-])C=1C=C(C=CC1)C=1N=C2N(C3=C(NC4=C2C=CC=C4)N=CC=C3)C1C1=CC=C(C=C1)C1(CCC1)N (1-{4-[2-(3-Nitrophenyl)-9H-imidazo[1,2-d]pyrido[2,3-b][1,4]benzodiazepin-3-yl]phenyl}cyclobutanamine trihydrochloride). Isolated yield 71.3%. RXN SMILES: [N+:1]([C:4]1[CH:5]=[C:6]([C:10]2[N:11]=[C:12]3[C:18]4[CH:19]=[CH:20][CH:21]=[CH:22][C:17]=4[NH:16][C:15]4[N:23]=[CH:24][CH:25]=[CH:26][C:14]=4[N:13]3[C:27]=2[C:28]2[CH:33]=[CH:32][C:31]([C:34]3([NH:38]C(=O)OC(C)(C)C)[CH2:37][CH2:36][CH2:35]3)=[CH:30][CH:29]=2)[CH:7]=[CH:8][CH:9]=1)([O-:3])=[O:2].[ClH:46].O1CCOCC1>C(Cl)Cl>[ClH:46].[ClH:46].[ClH:46].[N+:1]([C:4]1[CH:5]=[C:6]([C:10]2[N:11]=[C:12]3[C:18]4[CH:19]=[CH:20][CH:21]=[CH:22][C:17]=4[NH:16][C:15]4[N:23]=[CH:24][CH:25]=[CH:26][C:14]=4[N:13]3[C:27]=2[C:28]2[CH:29]=[CH:30][C:31]([C:34]3([NH2:38])[CH2:37][CH2:36][CH2:35]3)=[CH:32][CH:33]=2)[CH:7]=[CH:8][CH:9]=1)([O-:3])=[O:2] |f:1.2,4.5.6.7|. Procedure: tert-Butyl (1-{4-[2-(3-nitrophenyl)-9H-imidazo[1,2-d]pyrido[2,3-b][1,4]benzodiazepin-3-yl]phenyl}cyclobutyl)carbamate (30.0 mg, 0.0499 mmol) was dissolved in DCM (1 mL). 4M HCl/dioxane (1 mL) was added to the mixture and stirred at room temperature for 18 hours. The mixture was concentrated and solidified with ether. The precipitated solids were collected by filtration and washed with ether to afford desired product (21.7 mg, 71.3%) as pale yellow solid. 1HNMR (DMSO-d6) 400 MHz δ: 8.69 (br s, 2H... Starting materials: CCOC(C)=O, O=C1CCC(=O)N1Br, CN(C)C=O, CNC(=O)c1cccc(-c2ccn3ccnc3c2)c1. The product is CNC(=O)c1cccc(-c2ccn3c(Br)cnc3c2)c1. Reaction SMILES: [CH3:33][CH2:34][O:35][C:36]([CH3:37])=[O:38].[O:20]=[C:21]1[N:22]([Br:27])[C:23](=[O:24])[CH2:25][CH2:26]1.[O:28]=[CH:29][N:30]([CH3:31])[CH3:32].[n:1]1[cH:2][cH:3][n:4]2[c:5]1[cH:6][c:7](-[c:10]1[cH:11][c:12]([C:13](=[O:14])[NH:15][CH3:16])[cH:17][cH:18][cH:19]1)[cH:8][cH:9]2>>[n:1]1[cH:2][c:3]([Br:27])[n:4]2[c:5]1[cH:6][c:7](-[c:10]1[cH:11][c:12]([C:13](=[O:14])[NH:15][CH3:16])[cH:17][cH:18][cH:19]1)[cH:8][cH:9]2. Yields the product C(C1=CC=CC=C1)=N.C(CCCCCCCCCCCCCCC)(=O)NCC#C (palmitoyl propargylamine benzylidenamine). Reaction SMILES: C([Li])CCC.C[Si](C)(C)[C:8]1[CH:9]=[C:10]([CH:13]=[CH:14][CH:15]=1)[CH:11]=[NH:12].[C:18](Cl)(=[O:34])[CH2:19][CH2:20][CH2:21][CH2:22][CH2:23][CH2:24][CH2:25][CH2:26][CH2:27][CH2:28][CH2:29][CH2:30][CH2:31][CH2:32][CH3:33].C(NC(C)C)(C)C.[Li].ClC(OC)=O>C1COCC1.C(OCC)C>[CH:11](=[NH:12])[C:10]1[CH:13]=[CH:14][CH:15]=[CH:8][CH:9]=1.[C:18]([NH:12][CH2:11][C:10]#[CH:9])(=[O:34])[CH2:19][CH2:20][CH2:21][CH2:22][CH2:23][CH2:24][CH2:25][CH2:26][CH2:27][CH2:28][CH2:29][CH2:30][CH2:31][CH2:32][CH3:33] |f:3.4,8.9,^1:42|. Starting materials: ClC(=O)OC (methyl chloroformate), C(CCC)[Li] (n-butyllithium), C[Si](C=1C=C(C=N)C=CC1)(C)C (3-trimethylsilyl benzylidenamine), C(CCCCCCCCCCCCCCC)(=O)Cl (palmitoyl chloride), C(C)(C)NC(C)C.[Li] (lithium diisopropylamine). Procedure: n-butyllithium in solution in hexanes is added in a dropwise manner to a solution of 3-trimethylsilyl benzylidenamine in solution in THF. After 30 min. of stirring at -70° C., palmitoyl chloride (1 eq.) in solution in THF is added thereto. The solution is stirred at -70° C. for 30 min., and lithium diisopropylamine (1 eq.) in solution in hexanes is added in a dropwise manner. After 20 min. of stirring at -70° C., a solution of methyl chloroformate in tetrahydrofuran is added thereto. The solutio... Run in O1CCCC1 (tetrahydrofuran), C(C)OCC (diethylether), hexanes, C1CCOC1 (THF), C1CCOC1 (THF), hexanes. Conditions: temperature -70 celsius, time 30 minute. Procedure: A mixture of methyl(6-((2,6-dimethylpyridin-3-yl)methoxy)-1-benzofuran-3-yl)acetate (430 mg), 1N NaOH (5 mL), THF (5 mL) and MeOH (5 mL) was stirred at room temperature for 1 h. The mixture was washed with Et2O. Water and 1N HCl (5 mL) were added to the water layer to be pH=4. The precipitate was collected by filtration and washed with water and Et2O respectively to give crystals. The crystals were recrystallized from acetone-hexane to give the title compound. Yields the product CC1=NC(=CC=C1COC1=CC2=C(C(=CO2)CC(=O)O)C=C1)C ((6-((2,6-Dimethylpyridin-3-yl)methoxy)-1-benzofuran-3-yl)acetic acid). Run in CO (MeOH). Reaction SMILES: C[O:2][C:3](=[O:24])[CH2:4][C:5]1[C:9]2[CH:10]=[CH:11][C:12]([O:14][CH2:15][C:16]3[C:17]([CH3:23])=[N:18][C:19]([CH3:22])=[CH:20][CH:21]=3)=[CH:13][C:8]=2[O:7][CH:6]=1.[OH-].[Na+].C1COCC1>CO>[CH3:23][C:17]1[C:16]([CH2:15][O:14][C:12]2[CH:11]=[CH:10][C:9]3[C:5]([CH2:4][C:3]([OH:24])=[O:2])=[CH:6][O:7][C:8]=3[CH:13]=2)=[CH:21][CH:20]=[C:19]([CH3:22])[N:18]=1 |f:1.2|. Run at time 1 hour. Reactants: COC(CC1=COC2=C1C=CC(=C2)OCC=2C(=NC(=CC2)C)C)=O (methyl(6-((2,6-dimethylpyridin-3-yl)methoxy)-1-benzofuran-3-yl)acetate), [OH-].[Na+] (NaOH), C1CCOC1 (THF). Solvent: C(C)OCC (diethyl ether), C(C)OCC (diethyl ether), CCOCC (ether). Procedure details: To a mixture of lithium aluminum hydride (2.85 g; 75 mmol) and diethyl ether (50 ml), a solution of trans-1,2-cyclohexanedicarboxylic acid anhydride (1) (7.71 g; 50 mmol) in diethyl ether (150 ml) is dropwise added, and the resultant mixture is allowed to react at room temperature for 3 hours and then heated under reflux for 2 hours. After cooling, wet ether is dropwise added to the reaction mixture, followed by addition of water. The organic layer is collected by decantation, followed by concen... As a reaction SMILES: [H-].[Al+3].[Li+].[H-].[H-].[H-].[C@@H:7]12[C:16](=O)[O:15][C:13](=[O:14])[C@H:8]1[CH2:9][CH2:10][CH2:11][CH2:12]2.O>C(OCC)C>[OH:14][CH2:13][C@@H:8]1[CH2:9][CH2:10][CH2:11][CH2:12][C@H:7]1[CH2:16][OH:15] |f:0.1.2.3.4.5|. The yield is 70.7%. Reactants: [C@@H]12[C@H](CCCC1)C(=O)OC2=O (trans-1,2-cyclohexanedicarboxylic acid anhydride), O (water), [H-].[Al+3].[Li+].[H-].[H-].[H-] (lithium aluminum hydride), resultant mixture. The product is OC[C@H]1[C@@H](CCCC1)CO (trans-1,2-bis(hydroxymethyl)cyclohexane). The reactants are CN(CCCCN)CCC(C1=NC=CC=C1)C1=CC=CC=C1 (N-methyl-N-[3-phenyl-3-(2-pyridyl)propyl]-1,4-butanediamine), C(#N)NC(OC1=CC=CC=C1)=NCCCOC1=CC(=CC=C1)CN1CCCCC1 (N-cyano-O-phenyl-N'-[3-[3-(piperidinomethyl)phenoxy]propyl]isourea). Yields the product C(#N)NC(=NCCCOC1=CC(=CC=C1)CN1CCCCC1)NCCCCN(C)CCC(C1=NC=CC=C1)C1=CC=CC=C1 (N-cyano-N'-[4-[N-[3-phenyl-3-(2-pyridyl)propyl]-N-methylamino]butyl]-N"-[3-[3-(piperidinomethyl)phenoxy]propyl]guanidine). Reaction SMILES: [CH3:1][N:2]([CH2:8][CH2:9][CH:10]([C:17]1[CH:22]=[CH:21][CH:20]=[CH:19][CH:18]=1)[C:11]1[CH:16]=[CH:15][CH:14]=[CH:13][N:12]=1)[CH2:3][CH2:4][CH2:5][CH2:6][NH2:7].[C:23]([NH:25][C:26](=[N:34][CH2:35][CH2:36][CH2:37][O:38][C:39]1[CH:44]=[CH:43][CH:42]=[C:41]([CH2:45][N:46]2[CH2:51][CH2:50][CH2:49][CH2:48][CH2:47]2)[CH:40]=1)OC1C=CC=CC=1)#[N:24]>>[C:23]([NH:25][C:26]([NH:7][CH2:6][CH2:5][CH2:4][CH2:3][N:2]([CH2:8][CH2:9][CH:10]([C:17]1[CH:18]=[CH:19][CH:20]=[CH:21][CH:22]=1)[C:11]1[CH:16]=[CH:15][CH:14]=[CH:13][N:12]=1)[CH3:1])=[N:34][CH2:35][CH2:36][CH2:37][O:38][C:39]1[CH:44]=[CH:43][CH:42]=[C:41]([CH2:45][N:46]2[CH2:47][CH2:48][CH2:49][CH2:50][CH2:51]2)[CH:40]=1)#[N:24]. Procedure details: Preparation is effected analogously to Example 1, using 0.7 g (2.3 mmol) of N-methyl-N-[3-phenyl-3-(2-pyridyl)propyl]-1,4-butanediamine and 0.89 g (2.3 mmol) of N-cyano-O-phenyl-N'-[3-[3-(piperidinomethyl)phenoxy]propyl]isourea as starting materials. Working up by chromatography analogously to Example 1 yields the purified title compound in the form of a viscous oil; MS (+FAB method): m/z (rel. int.[%])=596 ([M+H]+ 7), 196 (100).